This data is from the Open Reaction Database (ORD), a public repository of structured organic reaction records. The task is: describe an organic reaction: reactants, conditions, products, and yield Starting materials: CN(C)c1ccc(-c2cc(=O)c3c(NCCCCCCO)c(F)cc(F)c3o2)cc1F, [H-], CI, [Na+], C1CCOC1. Product: COCCCCCCNc1c(F)cc(F)c2oc(-c3ccc(N(C)C)c(F)c3)cc(=O)c12. Reaction SMILES: [F:1][c:2]1[cH:3][c:4]([F:31])[c:5]2[c:6]([c:7](=[O:21])[cH:8][c:9](-[c:11]3[cH:12][c:13]([F:20])[c:14]([N:17]([CH3:18])[CH3:19])[cH:15][cH:16]3)[o:10]2)[c:22]1[NH:23][CH2:24][CH2:25][CH2:26][CH2:27][CH2:28][CH2:29][OH:30].[H-:32].[I:34][CH3:35].[Na+:33].[O:36]1[CH2:37][CH2:38][CH2:39][CH2:40]1>>[F:1][c:2]1[cH:3][c:4]([F:31])[c:5]2[c:6]([c:7](=[O:21])[cH:8][c:9](-[c:11]3[cH:12][c:13]([F:20])[c:14]([N:17]([CH3:18])[CH3:19])[cH:15][cH:16]3)[o:10]2)[c:22]1[NH:23][CH2:24][CH2:25][CH2:26][CH2:27][CH2:28][CH2:29][O:30][CH3:35]. The reactants are Borane-tetrahydrofurancomplex, C(C)OCO[C@@H]1CC2=CC[C@H]3[C@@H]4C[C@H]5[C@H]([C@H](C)[C@]6(O5)CC[C@@H](C)CO6)[C@]4(CC[C@@H]3[C@]2(CC1)C)C ((3β,25R)-3-ethoxymethoxy-5-spirostene), CO (methanol), [OH-].[Na+] (sodium hydroxide), OO (hydrogen peroxide). The solvent is O1CCCC1 (tetrahydrofuran). Conditions: time 3.5 hour. Yields the product C(C)OCO[C@@H]1C[C@@H]2[C@H](C[C@H]3[C@@H]4C[C@H]5[C@H]([C@H](C)[C@]6(O5)CC[C@@H](C)CO6)[C@]4(CC[C@@H]3[C@]2(CC1)C)C)O ((3β,5α,6α,25R)-3-ethoxy methoxy-6-hydroxyspirostane). RXN SMILES: [CH2:1]([O:3][CH2:4][O:5][C@H:6]1[CH2:32][CH2:31][C@@:30]2([CH3:33])[C:8](=[CH:9][CH2:10][C@@H:11]3[C@@H:29]2[CH2:28][CH2:27][C@@:26]2([CH3:34])[C@H:12]3[CH2:13][C@@H:14]3[O:19][C@@:18]4([O:25][CH2:24][C@H:22]([CH3:23])[CH2:21][CH2:20]4)[C@@H:16]([CH3:17])[C@@H:15]32)[CH2:7]1)[CH3:2].C[OH:36].[OH-].[Na+].OO>O1CCCC1>[CH2:1]([O:3][CH2:4][O:5][C@H:6]1[CH2:32][CH2:31][C@@:30]2([CH3:33])[C@@H:8]([C@@H:9]([OH:36])[CH2:10][C@@H:11]3[C@@H:29]2[CH2:28][CH2:27][C@@:26]2([CH3:34])[C@H:12]3[CH2:13][C@@H:14]3[O:19][C@@:18]4([O:25][CH2:24][C@H:22]([CH3:23])[CH2:21][CH2:20]4)[C@@H:16]([CH3:17])[C@@H:15]32)[CH2:7]1)[CH3:2] |f:2.3|. Procedure: Borane-tetrahydrofurancomplex (0.68 mL, 0.68 mmol) was added to a solution of (3β,25R)-3-ethoxymethoxy-5-spirostene (0.10 g, 0.21 mmol) in tetrahydrofuran (8 mL). The mixture was stirred under nitrogen atmosphere at ambient temperature for 3.5 hours. The reaction mixture was cooled to 0° C. and methanol (1.5 mL), 15% sodium hydroxide solution (1.5 mL) and 30% hydrogen peroxide (1.5 mL) were added. The reaction mixture was then gradually warmed to ambient temperature and stirred overnight. The re... Reactants: ClC(=O)OCC1=CC=CC=C1 (benzyl chloroformate), [C@@H]12OC[C@@H](N(C1)C1=C(C=C(C=C1)[N+](=O)[O-])F)C2 (4-[(1S,4S)-2-oxa-5-azabicyclo[2.2.1]heptan-5-yl]-3-fluoronitrobenzene), C1CCOC1.O (THF H2O), C(=O)([O-])[O-].[K+].[K+] (K2CO3). Reagents/catalysts: [Pd] (palladium/carbon). The solvent is CC#N.C(Cl)(Cl)Cl (CH3CN CHCl3), C(C)(=O)O (acetic acid), CC#N.C(Cl)(Cl)Cl (CH3CN CHCl3). Reaction conditions: time 2 hour. Product: C(=O)(OCC1=CC=CC=C1)NC1=CC(=C(C=C1)N1[C@@H]2CO[C@H](C1)C2)F (N-(carbobenzyloxy)-4-[(1S,4S)-2-oxa-5-azabicyclo[2.2.1]heptan-5-yl]-3-fluoroaniline). The yield is 98.2%. As a reaction SMILES: [C@H:1]12[CH2:17][C@H:4]([N:5]([C:7]3[CH:12]=[CH:11][C:10]([N+:13]([O-])=O)=[CH:9][C:8]=3[F:16])[CH2:6]1)[CH2:3][O:2]2.C1COCC1.O.C([O-])([O-])=O.[K+].[K+].Cl[C:31]([O:33][CH2:34][C:35]1[CH:40]=[CH:39][CH:38]=[CH:37][CH:36]=1)=[O:32]>[Pd].CC#N.C(Cl)(Cl)Cl.C(O)(=O)C>[C:31]([NH:13][C:10]1[CH:11]=[CH:12][C:7]([N:5]2[CH2:6][C@@H:1]3[CH2:17][C@H:4]2[CH2:3][O:2]3)=[C:8]([F:16])[CH:9]=1)([O:33][CH2:34][C:35]1[CH:40]=[CH:39][CH:38]=[CH:37][CH:36]=1)=[O:32] |f:1.2,3.4.5,8.9|. Procedure: A solution of 4-[(1S,4S)-2-oxa-5-azabicyclo[2.2.1]heptan-5-yl]-3-fluoronitrobenzene (0.160 g, 0.672 mmol) in 3:1 THF/H2O (4 mL) was treated with acetic acid (0.115 mL) and then 10% palladium/carbon (0.020 g) under a N2 stream. The atmosphere was replaced with H2 (balloon) by repeated evacuation and filling and the mixture stirred at ambient temperature. After 2 h, TLC analysis (6% CH3CN/CHCl3) revealed the reduction to be complete. The reaction mixture was filtered through Celite® and the filtra... Starting materials: C(C1=CC=CC=C1)N1CCOC2=C(C1)C=CC(=C2Br)F (4-benzyl-9-bromo-8-fluoro-2,3,4,5-tetrahydro-1,4-benzoxazepine), O1C=C(C=C1)B(O)O (3-furanboronic acid), C([O-])([O-])=O.[K+].[K+] (potassium carbonate), COCCOC (1,2-dimethoxyethane). Reagents/catalysts: C=1C=CC(=CC1)[P](C=2C=CC=CC2)(C=3C=CC=CC3)[Pd]([P](C=4C=CC=CC4)(C=5C=CC=CC5)C=6C=CC=CC6)([P](C=7C=CC=CC7)(C=8C=CC=CC8)C=9C=CC=CC9)[P](C=1C=CC=CC1)(C=1C=CC=CC1)C=1C=CC=CC1 (tetrakis(triphenylphosphine)palladium(0)). The solvent is O (water), O (water). Run at temperature 100 celsius, time 3 hour. Yields the product C(C1=CC=CC=C1)N1CCOC2=C(C1)C=CC(=C2C2=COC=C2)F (4-benzyl-8-fluoro-9-furan-3-yl-2,3,4,5-tetrahydro-1,4-benzoxazepine). The yield is 21.6%. As a reaction SMILES: [CH2:1]([N:8]1[CH2:14][C:13]2[CH:15]=[CH:16][C:17]([F:20])=[C:18](Br)[C:12]=2[O:11][CH2:10][CH2:9]1)[C:2]1[CH:7]=[CH:6][CH:5]=[CH:4][CH:3]=1.[O:21]1[CH:25]=[CH:24][C:23](B(O)O)=[CH:22]1.C(=O)([O-])[O-].[K+].[K+].COCCOC>C1C=CC([P]([Pd]([P](C2C=CC=CC=2)(C2C=CC=CC=2)C2C=CC=CC=2)([P](C2C=CC=CC=2)(C2C=CC=CC=2)C2C=CC=CC=2)[P](C2C=CC=CC=2)(C2C=CC=CC=2)C2C=CC=CC=2)(C2C=CC=CC=2)C2C=CC=CC=2)=CC=1.O>[CH2:1]([N:8]1[CH2:14][C:13]2[CH:15]=[CH:16][C:17]([F:20])=[C:18]([C:23]3[CH:24]=[CH:25][O:21][CH:22]=3)[C:12]=2[O:11][CH2:10][CH2:9]1)[C:2]1[CH:7]=[CH:6][CH:5]=[CH:4][CH:3]=1 |f:2.3.4,^1:44,46,65,84|. Procedure details: A mixture of 4-benzyl-9-bromo-8-fluoro-2,3,4,5-tetrahydro-1,4-benzoxazepine (500 mg, 1.49 mmol), 3-furanboronic acid (250 mg, 2.23 mmol), potassium carbonate (206 mg, 1.49 mmol), tetrakis(triphenylphosphine)palladium(0) (172 mg, 0.149 mmol), 1,2-dimethoxyethane (5 ml) and water (0.5 ml) was stirred under an argon atmosphere at 100° C. for 3 hr. The reaction mixture was poured into water, and the mixture was extracted with ethyl acetate. The extract was washed with water and brine, and dried over... Reactants: C(=O)(OC(C)(C)C)N[C@H]([C@H](C[C@H](C(=O)O)CC1=C(C=C(C=C1)OC)OC)O)CC1=CC=CC=C1 (5(S)-(Boc-amino)-4(S)-hydroxy-6-phenyl-2(R)-[(2,4-dimethoxyphenyl)methyl]hexanoic acid), C([O-])([O-])=O.[K+].[K+] (potassium carbonate), N1C=NC=C1 (imidazole), C(C)(C)(C)[Si](Cl)(C)C (tert-butyldimethylchlorosilane). Run in CN(C)C=O (DMF), CO (methanol), C1CCOC1 (THF), O (water). Run at time 2 hour. The product is C(=O)(OC(C)(C)C)N[C@H]([C@H](C[C@H](C(=O)O)CC1=C(C=C(C=C1)OC)OC)O[Si](C)(C)C(C)(C)C)CC1=CC=CC=C1 (5(S)-(Boc-Amino)-4(S)-(tert-butyldimethylsilyloxy)-6-phenyl-2(R)-[(2,4-dimethoxylphenyl)methyl]hexanoic acid). RXN SMILES: [C:1]([NH:8][C@@H:9]([CH2:28][C:29]1[CH:34]=[CH:33][CH:32]=[CH:31][CH:30]=1)[C@@H:10]([OH:27])[CH2:11][C@@H:12]([CH2:16][C:17]1[CH:22]=[CH:21][C:20]([O:23][CH3:24])=[CH:19][C:18]=1[O:25][CH3:26])[C:13]([OH:15])=[O:14])([O:3][C:4]([CH3:7])([CH3:6])[CH3:5])=[O:2].N1C=CN=C1.[C:40]([Si:44]([CH3:47])([CH3:46])Cl)([CH3:43])([CH3:42])[CH3:41].C(=O)([O-])[O-].[K+].[K+]>CO.C1COCC1.O.CN(C=O)C>[C:1]([NH:8][C@@H:9]([CH2:28][C:29]1[CH:34]=[CH:33][CH:32]=[CH:31][CH:30]=1)[C@@H:10]([O:27][Si:44]([C:40]([CH3:43])([CH3:42])[CH3:41])([CH3:47])[CH3:46])[CH2:11][C@@H:12]([CH2:16][C:17]1[CH:22]=[CH:21][C:20]([O:23][CH3:24])=[CH:19][C:18]=1[O:25][CH3:26])[C:13]([OH:15])=[O:14])([O:3][C:4]([CH3:6])([CH3:7])[CH3:5])=[O:2] |f:3.4.5|. Procedure: A solution of 1.5 g (3.17 mmol) of 5(S)-(Boc-amino)-4(S)-hydroxy-6-phenyl-2(R)-[(2,4-dimethoxyphenyl)methyl]hexanoic acid, 1.76 g (25.36 mmol) of imidazole and 2.22 g (14.26 mmol) of tert-butyldimethylchlorosilane in 16 ml of abs. DMF is stirred at RT for 20 h under argon. After that, the reaction mixture is poured onto ice-water and the whole is extracted with ethyl acetate. The organic phase is washed with cold 10% citric acid solution and saline. The combined aqueous phases are reextracted wi...